Dataset: the Open Reaction Database (ORD), a public repository of structured organic reaction records. Task: describe an organic reaction: reactants, conditions, products, and yield Reactants: C(C)(C)(C)OC(NCCBr)=O (tert-butyl(2-bromoethyl)carbamate), CCC(CC)N (pentan-3-amine). Solvent: C(C)#N (acetonitrile). Yields the product C(C)(C)(C)OC(NCCNC(CC)CC)=O (tert-butyl[2-(pentan-3-ylamino)ethyl]carbamate). RXN SMILES: [C:1]([O:5][C:6](=[O:11])[NH:7][CH2:8][CH2:9]Br)([CH3:4])([CH3:3])[CH3:2].[CH3:12][CH2:13][CH:14]([NH2:17])[CH2:15][CH3:16]>C(#N)C>[C:1]([O:5][C:6](=[O:11])[NH:7][CH2:8][CH2:9][NH:17][CH:14]([CH2:15][CH3:16])[CH2:13][CH3:12])([CH3:4])([CH3:3])[CH3:2]. Procedure: By using 1.0 g of tert-butyl(2-bromoethyl)carbamate, 2.5 mL of pentan-3-amine, and 10 mL of acetonitrile as starting materials, the reaction similar to Preparation Example 9 was performed, thereby obtaining 890 mg of tert-butyl[2-(pentan-3-ylamino)ethyl]carbamate.